The task is: describe an organic reaction: reactants, conditions, products, and yield. This data is from the Open Reaction Database (ORD), a public repository of structured organic reaction records. Starting materials: B, O=C(NC1CCC(C(=O)O)CC1)OCc1ccccc1, [Na], C1CCOC1, O. Yields the product O=C(NC1CCC(CO)CC1)OCc1ccccc1. As a reaction SMILES: [BH3:1].[CH2:3]([c:4]1[cH:5][cH:6][cH:7][cH:8][cH:9]1)[O:10][C:11](=[O:12])[NH:13][CH:14]1[CH2:15][CH2:16][CH:17]([C:20](=[O:21])[OH:22])[CH2:18][CH2:19]1.[Na:2].[O:24]1[CH2:25][CH2:26][CH2:27][CH2:28]1.[OH2:23]>>[CH2:3]([c:4]1[cH:5][cH:6][cH:7][cH:8][cH:9]1)[O:10][C:11](=[O:12])[NH:13][CH:14]1[CH2:15][CH2:16][CH:17]([CH2:20][OH:21])[CH2:18][CH2:19]1. Reactants: [I-].[K+] (potassium iodide), FC1=C(C(C2CCNCC2)=NO)C=CC(=C1)F (4-(2,4-difluorobenzoyl) piperidine oxime), C(C=C)Br (allyl bromide), [Cl-].[NH4+] (ammonium chloride), half, [Cl-].[Na+] (sodium chloride), [Cl-].[Na+] (sodium chloride). The solvent is CN(C=O)C (dimethylformamide), C(C)O (ethanol), O (water). Reaction conditions: time 16 hour. The product is Cl.FC1=C(C(C2CCN(CC2)CC=C)=NO)C=CC(=C1)F (4-(2,4-Difluorobenzoyl)-1-allylpiperidine oxime hydrochloride). Yield: 41.6%. Reaction SMILES: [F:1][C:2]1[CH:16]=[C:15]([F:17])[CH:14]=[CH:13][C:3]=1[C:4](=[N:11][OH:12])[CH:5]1[CH2:10][CH2:9][NH:8][CH2:7][CH2:6]1.[CH2:18](Br)[CH:19]=[CH2:20].[Cl-:22].[NH4+].[I-].[K+].[Cl-].[Na+]>CN(C)C=O.C(O)C.O>[ClH:22].[F:1][C:2]1[CH:16]=[C:15]([F:17])[CH:14]=[CH:13][C:3]=1[C:4](=[N:11][OH:12])[CH:5]1[CH2:10][CH2:9][N:8]([CH2:20][CH:19]=[CH2:18])[CH2:7][CH2:6]1 |f:2.3,4.5,6.7,11.12|. Procedure details: A suspension of 4.80 g of 4-(2,4-difluorobenzoyl) piperidine oxime, 2.7 g of allyl bromide, 2.7 g of ammonium chloride and some crystals of potassium iodide in 50 ml of dimethylformamide was stirred under nitrogen at 85°-90° for 5 hrs. The reaction mixture was cooled, diluted with 30 ml of ethanol and added to 1000 ml of half saturated aqueous sodium chloride solution, prepared by diluting saturated sodium chloride solution with an equal volume of water. After 16 hrs, the solid was washed with w... Reactants: Cl (hydrochloric acid), C(=O)NC=1SC=C(N1)C(C(=O)NC1[C@@H]2N(C(=C(CS2)Cl)C(=O)O)C1=O)=NOCCCNC(=O)OC(C)(C)C (7-[2-(2-formamidothiazol-4-yl)-2-(3-tert-butoxycarbonylaminopropoxyimino)acetamido]-3-chloro-3-cephem-4-carboxylic acid). Conditions: time 1.5 hour. The product is Cl.Cl.NC=1SC=C(N1)C(C(=O)NC1[C@@H]2N(C(=C(CS2)Cl)C(=O)O)C1=O)=NOCCCN (7-[2-(2-aminothiazol-4-yl)-2-(3-aminopropoxyimino)acetamido]-3-chloro-3-cephem-4-carboxylic acid dihydrochloride). Reaction SMILES: [ClH:1].C([NH:4][C:5]1[S:6][CH:7]=[C:8]([C:10](=[N:27][O:28][CH2:29][CH2:30][CH2:31][NH:32]C(OC(C)(C)C)=O)[C:11]([NH:13][CH:14]2[C:25](=[O:26])[N:16]3[C:17]([C:22]([OH:24])=[O:23])=[C:18]([Cl:21])[CH2:19][S:20][C@H:15]23)=[O:12])[N:9]=1)=O>>[ClH:21].[ClH:1].[NH2:4][C:5]1[S:6][CH:7]=[C:8]([C:10](=[N:27][O:28][CH2:29][CH2:30][CH2:31][NH2:32])[C:11]([NH:13][CH:14]2[C:25](=[O:26])[N:16]3[C:17]([C:22]([OH:24])=[O:23])=[C:18]([Cl:21])[CH2:19][S:20][C@H:15]23)=[O:12])[N:9]=1 |f:2.3.4|. Procedure details: Conc. hydrochloric acid (0.4 ml.) was added to the solution of 7-[2-(2-formamidothiazol-4-yl)-2-(3-tert-butoxycarbonylaminopropoxyimino)acetamido]-3-chloro-3-cephem-4-carboxylic acid (syn isomer, 0.6 g.) in methanil (20 ml.), and stirred at room temperature for 1.5 hours. After evaporating the solvent from the resultant mixture in vacuo, methanol was added to the residue. The mixture was evaporated in vacuo. The residue was dried over phosphorous pentoxide in vacuo to give 7-[2-(2-aminothiazol-4... Yields the product C(C)N(CC)CCCOC1=CC(=CC=C1)O (N,N-diethyl-3-(3-hydroxyphenoxy)propylamine). Yield: 80.2%. Starting materials: C(C)N(CC)CCCOC1=CC(=CC=C1)OCC1=CC=CC=C1 (N,N-diethyl-3-(3-benzyloxyphenoxy)propylamine), Cl (hydrogen chloride). As a reaction SMILES: [CH2:1]([N:3]([CH2:6][CH2:7][CH2:8][O:9][C:10]1[CH:15]=[CH:14][CH:13]=[C:12]([O:16]CC2C=CC=CC=2)[CH:11]=1)[CH2:4][CH3:5])[CH3:2].Cl>C(O)C.[Pd]>[CH2:1]([N:3]([CH2:6][CH2:7][CH2:8][O:9][C:10]1[CH:15]=[CH:14][CH:13]=[C:12]([OH:16])[CH:11]=1)[CH2:4][CH3:5])[CH3:2]. Solvent: C(C)O (ethanol). Reagents/catalysts: [Pd] (Pd/C). Procedure: A solution of N,N-diethyl-3-(3-benzyloxyphenoxy)propylamine (0.7 g) in ethanol was treated with ethereal hydrogen chloride solution and the mixture hydrogenated in the presence of Pd/C (0.25 g, 5% w/w) for 2 hours. The catalyst was removed by filtration and the filtrate evaporated. The residue was crystallised from a mixture of ethanol and ether to give N,N-diethyl-3-(3-hydroxyphenoxy)propylamine (0.4 g), m/z 223. Reactants: COC(CC(CCCC)=O)=O (3-oxo-heptanoic acid methylester), CN (methylamine). Solvent: C(C)O (ethanol), O (water). Run at temperature 90 celsius. Yields the product CNC(CC(CCCC)=O)=O (N-methyl-3-oxoheptaneamide). RXN SMILES: C[O:2][C:3](=O)[CH2:4][C:5](=[O:10])[CH2:6][CH2:7][CH2:8][CH3:9].[CH3:12][NH2:13]>C(O)C.O>[CH3:12][NH:13][C:3](=[O:2])[CH2:4][C:5](=[O:10])[CH2:6][CH2:7][CH2:8][CH3:9]. Procedure details: 0.378 mol (60.2 ml) 3-oxo-heptanoic acid methylester, 400 ml 33% methylamine solution in ethanol and 40 ml water were stirred for 48 hours at 80° C. in a round-bottomed flask with a reflux condenser. After cooling off, the solvents were distilled off on a rotavap, the raw products were taken up in 200 ml water and 40 ml ethanol and set to about pH 3 with 40 ml 32% HCl. The reaction mixture was heated to 90° C. for 24 hours and then again concentrated to dryness in the rotavap. The raw product he... Reactants: C=CCCCCC(=O)O, O=C(Cl)C(=O)Cl, ClCCl, CN(C)C=O. Product: C=CCCCCC(=O)Cl. Reaction SMILES: [C:1]([CH2:2][CH2:3][CH2:4][CH2:5][CH:6]=[CH2:7])(=[O:8])[OH:9].[Cl:10][C:11]([C:12]([Cl:13])=[O:14])=[O:15].[Cl:21][CH2:22][Cl:23].[O:16]=[CH:17][N:18]([CH3:19])[CH3:20]>>[C:1]([CH2:2][CH2:3][CH2:4][CH2:5][CH:6]=[CH2:7])(=[O:9])[Cl:10].